Dataset: the Open Reaction Database (ORD), a public repository of structured organic reaction records. Task: describe an organic reaction: reactants, conditions, products, and yield Reactants: BrC=1C(=NC=CC1)C(=O)N[C@@H]1[C@H](CCC1)NC1=NC=C(N=C1)C(F)(F)F (3-Bromo-N-[(1S,2S)-2-{[5-(trifluoromethyl)pyrazin-2-yl]amino}cyclopentyl]pyridine-2-carboxamide), C(C)OC=1C(=NC(=CC1)C)C(=O)O (3-ethoxy-6-methylpyridine-2-carboxylic acid), Cl.FC(C=1N=CC(=NC1)N[C@@H]1[C@H](CCC1)N)(F)F ((1S,2S)-1-N-[5-(trifluoromethyl)pyrazin-2-yl]cyclopentane-1,2-diamine hydrochloride), Cl.FC(C=1N=CC(=NC1)N[C@@H]1[C@H](CCC1)N)(F)F ((1S,2S)-1-N-[5-(trifluoromethyl)pyrazin-2-yl]cyclopentane-1,2-diamine hydrochloride). Product: C(C)OC=1C(=NC(=CC1)C)C(=O)N[C@@H]1[C@H](CCC1)NC1=NC=C(N=C1)C(F)(F)F (3-Ethoxy-6-methyl-N-[(1S,2S)-2-{[5-(trifluoromethyl)pyrazin-2-yl]amino}cyclopentyl]pyridine-2-carboxamide). Reaction SMILES: BrC1C(C(N[C@H]2CCC[C@@H]2NC2C=NC(C(F)(F)F)=CN=2)=O)=NC=CC=1.Cl.[F:28][C:29]([F:44])([F:43])[C:30]1[N:31]=[CH:32][C:33]([NH:36][C@H:37]2[CH2:41][CH2:40][CH2:39][C@@H:38]2[NH2:42])=[N:34][CH:35]=1.[CH2:45]([O:47][C:48]1[C:49]([C:55](O)=[O:56])=[N:50][C:51]([CH3:54])=[CH:52][CH:53]=1)[CH3:46]>>[CH2:45]([O:47][C:48]1[C:49]([C:55]([NH:42][C@H:38]2[CH2:39][CH2:40][CH2:41][C@@H:37]2[NH:36][C:33]2[CH:32]=[N:31][C:30]([C:29]([F:28])([F:43])[F:44])=[CH:35][N:34]=2)=[O:56])=[N:50][C:51]([CH3:54])=[CH:52][CH:53]=1)[CH3:46] |f:1.2|. Procedure: Prepared according to the procedure for 3-bromo-N-[(1S,2S)-2-{[5-(trifluoromethyl)pyrazin-2-yl]amino}cyclopentyl]pyridine-2-carboxamide (Example 28) from (1S,2S)-1-N-[5-(trifluoromethyl)pyrazin-2-yl]cyclopentane-1,2-diamine hydrochloride (Intermediate 14, 75 mg, 0.27 mmol) and 3-ethoxy-6-methylpyridine-2-carboxylic acid (CAS number 1228188-14-4; 58 mg, 0.32 mmol) and was then purified by column chromatography (silica, 40-100% ethyl acetate/petrol) followed by partitioning between ethyl acetate a... The reactants are CNC (dimethylamine), C1(=CC=CC=C1)CCCCCCC1=C(OCC2OC2)C=CC=C1 (2-[2-(6-phenylhexyl)phenoxymethyl]oxirane). Run in O1CCCC1 (tetrahydrofuran). Run at time 1 day. Yields the product CN(C)CC(COC1=C(C=CC=C1)CCCCCCC1=CC=CC=C1)O (3-(N,N-Dimethylamino]-1-[2-(6-phenylhexyl)phenoxy]-2-propanol). Yield: 99.0%. RXN SMILES: [CH3:1][NH:2][CH3:3].[C:4]1([CH2:10][CH2:11][CH2:12][CH2:13][CH2:14][CH2:15][C:16]2[CH:26]=[CH:25][CH:24]=[CH:23][C:17]=2[O:18][CH2:19][CH:20]2[CH2:22][O:21]2)[CH:9]=[CH:8][CH:7]=[CH:6][CH:5]=1>O1CCCC1>[CH3:1][N:2]([CH2:22][CH:20]([OH:21])[CH2:19][O:18][C:17]1[CH:23]=[CH:24][CH:25]=[CH:26][C:16]=1[CH2:15][CH2:14][CH2:13][CH2:12][CH2:11][CH2:10][C:4]1[CH:5]=[CH:6][CH:7]=[CH:8][CH:9]=1)[CH3:3]. Procedure: 0.7 ml of 50% by volume aqueous dimethylamine were added to a solution of 0.200 g of 2-[2-(6-phenylhexyl)phenoxymethyl]oxirane [prepared as described in step (a) above] in 7 ml of tetrahydrofuran, and the mixture was stirred at room temperature for one day. At the end of this time, the solvent was removed by distillation under reduced pressure, and the resulting residue was purified by column chromatography through silica gel, using a 15:1 by volume mixture of methylene chloride and methanol as ... Run in CO (methanol). The reagents and catalysts are [Pd] (Pd-C). Reaction SMILES: [CH3:1][N:2]1[C:5](=[O:6])[CH2:4][C@H:3]1[C:7]([O:9]CC1C=CC=CC=1)=[O:8].[H][H]>CO.[Pd]>[CH3:1][N:2]1[C:5](=[O:6])[CH2:4][C@H:3]1[C:7]([OH:9])=[O:8]. Reactants: CN1[C@@H](CC1=O)C(=O)OCC1=CC=CC=C1 ((S)-benzyl 1-methyl-4-oxo-2-azetidinecarboxylate), [H][H] (hydrogen). The product is CN1[C@@H](CC1=O)C(=O)O ((S)-1-methyl-4-oxo-2-azetidinecarboxylic acid). Procedure details: In 10 ml of methanol was dissolved 450 mg of compound (11) and 45 mg of 10% Pd-C was added to the solution followed by catalytic hydrogenation at ambient temperature under an atmospheric pressure of hydrogen. The catalyst was filtered off and the solvent was removed by distillation under reduced pressure to obtain 258 mg of (S)-1-methyl-4-oxo-2-azetidinecarboxylic acid (12). The yield is 97.4%. Starting materials: CCO, CCOC(=O)CCCCCI, [K+], [OH-], O, O=c1ccoc(CO)c1O. Yields the product CCOC(=O)CCCCCOc1c(CO)occc1=O. Reaction SMILES: [CH3:24][CH2:25][OH:26].[I:13][CH2:14][CH2:15][CH2:16][CH2:17][CH2:18][C:19](=[O:20])[O:21][CH2:22][CH3:23].[K+:2].[OH-:1].[OH2:27].[OH:3][CH2:4][c:5]1[o:6][cH:7][cH:8][c:9](=[O:12])[c:10]1[OH:11]>>[OH:3][CH2:4][c:5]1[o:6][cH:7][cH:8][c:9](=[O:12])[c:10]1[O:11][CH2:14][CH2:15][CH2:16][CH2:17][CH2:18][C:19](=[O:20])[O:21][CH2:22][CH3:23]. Starting materials: CCOC(=O)c1ccc(OC(C)C)c(O)c1, OCCc1ccc(Cl)cc1Cl, CCOC(=O)N=NC(=O)OCC, C1CCOC1, c1ccc(P(c2ccccc2)c2ccccc2)cc1. The product is CCOC(=O)c1ccc(OC(C)C)c(OCCc2ccc(Cl)cc2Cl)c1. As a reaction SMILES: [CH2:1]([CH3:2])[O:3][C:4]([c:5]1[cH:6][c:7]([OH:15])[c:8]([O:11][CH:12]([CH3:13])[CH3:14])[cH:9][cH:10]1)=[O:16].[Cl:17][c:18]1[c:19]([CH2:25][CH2:26][OH:27])[cH:20][cH:21][c:22]([Cl:24])[cH:23]1.[O:47]=[C:48]([O:49][CH2:50][CH3:51])[N:52]=[N:53][C:54]([O:55][CH2:56][CH3:57])=[O:58].[O:59]1[CH2:60][CH2:61][CH2:62][CH2:63]1.[c:28]1([P:29]([c:30]2[cH:31][cH:32][cH:33][cH:34][cH:35]2)[c:36]2[cH:37][cH:38][cH:39][cH:40][cH:41]2)[cH:42][cH:43][cH:44][cH:45][cH:46]1>>[CH2:1]([CH3:2])[O:3][C:4]([c:5]1[cH:6][c:7]([O:15][CH2:26][CH2:25][c:19]2[c:18]([Cl:17])[cH:23][c:22]([Cl:24])[cH:21][cH:20]2)[c:8]([O:11][CH:12]([CH3:13])[CH3:14])[cH:9][cH:10]1)=[O:16]. Reactants: C[SiH](Cl)Cl (methyl dichlorosilane), CC(=O)C (acetone). Yields the product C[SiH](OC(=C)C)OC(=C)C (Methyl di(isopropenyloxy)silane). As a reaction SMILES: [CH3:1][SiH:2](Cl)Cl.[CH3:5][C:6]([CH3:8])=[O:7]>>[CH3:1][SiH:2]([O:7][C:6]([CH3:8])=[CH2:5])[O:7][C:6]([CH3:8])=[CH2:5]. Reported procedure: Methyl di(isopropenyloxy)silane of the structural formula HSiMe(OCMe=CH2)2 was synthesized according to a known procedure by the reaction of acetone and methyl dichlorosilane followed by purification by distillation. Starting materials: FC(C=1C=C(CN(C(C)=O)C2C3=C(N(CCC2)C(=O)NN)C=C(C=C3)Cl)C=C(C1)C(F)(F)F)(F)F (N-(3,5-Bistrifluoromethyl-benzyl)-N-(8-chloro-1-hydrazinocarbonyl-2,3,4,5-tetrahydro-1H-benzo[b]azepin-5-yl)-acetamide), ClC(=O)OCC (ethyl chloroformate). Run in CCOC(=O)C (EtOAc), CO (MeOH). Product: FC(C=1C=C(CN(C(C)=O)C2C3=C(N(CCC2)C=2OC(=NN2)OCC)C=C(C=C3)Cl)C=C(C1)C(F)(F)F)(F)F (N-(3,5-Bistrifluoromethyl-benzyl)-N-(8-chloro-1-(5-ethoxy-[1,3,4]oxadiazol-2-yl)-2,3,4,5-tetrahydro-1H-benzo[b]azepin-5-yl)-acetamide). Reaction SMILES: [F:1][C:2]([F:35])([F:34])[C:3]1[CH:4]=[C:5]([CH:27]=[C:28]([C:30]([F:33])([F:32])[F:31])[CH:29]=1)[CH2:6][N:7]([CH:11]1[CH2:17][CH2:16][CH2:15][N:14]([C:18]([NH:20][NH2:21])=[O:19])[C:13]2[CH:22]=[C:23]([Cl:26])[CH:24]=[CH:25][C:12]1=2)[C:8](=[O:10])[CH3:9].Cl[C:37]([O:39][CH2:40][CH3:41])=O>CO.CCOC(C)=O>[F:33][C:30]([F:31])([F:32])[C:28]1[CH:27]=[C:5]([CH:4]=[C:3]([C:2]([F:1])([F:34])[F:35])[CH:29]=1)[CH2:6][N:7]([CH:11]1[CH2:17][CH2:16][CH2:15][N:14]([C:18]2[O:19][C:37]([O:39][CH2:40][CH3:41])=[N:21][N:20]=2)[C:13]2[CH:22]=[C:23]([Cl:26])[CH:24]=[CH:25][C:12]1=2)[C:8](=[O:10])[CH3:9]. Procedure: To a stirring solution of N-(3,5-Bistrifluoromethyl-benzyl)-N-(8-chloro-1-hydrazinocarbonyl-2,3,4,5-tetrahydro-1H-benzo[b]azepin-5-yl)-acetamide (0.13 mmol, 73 mg) in MeOH (1 mL) was added ethyl chloroformate (0.41 mmol, 45.0 μL) and the reaction mixture was refluxed for 12 h. After completion (by TLC), the mixture was cooled, diluted with EtOAc (20 mL), washed with water and brine. The organic layer was dried over Na2SO4 and concentrated in vacuo to afford the crude product as viscous oil. Puri... The reactants are Example 31, ClC1=NC=CC(=N1)C=1SC2=C(C1)C=CC(=C2)OC (2-(2-chloropyrimidine-4-yl)-6-methoxybenzothiophene), FCCCO (3-fluoro-1-propanol), [H-].[Na+] (sodium hydride). The product is FCCCOC1=NC=CC(=N1)C=1SC2=C(C1)C=CC(=C2)OC (2-[2-(3-fluoropropoxy)pyrimidine-4-yl]-6-methoxybenzothiophene). Isolated yield 65.4%. Reaction SMILES: [F:1][CH2:2][CH2:3][CH2:4][OH:5].[H-].[Na+].Cl[C:9]1[N:14]=[C:13]([C:15]2[S:16][C:17]3[CH:23]=[C:22]([O:24][CH3:25])[CH:21]=[CH:20][C:18]=3[CH:19]=2)[CH:12]=[CH:11][N:10]=1>>[F:1][CH2:2][CH2:3][CH2:4][O:5][C:9]1[N:14]=[C:13]([C:15]2[S:16][C:17]3[CH:23]=[C:22]([O:24][CH3:25])[CH:21]=[CH:20][C:18]=3[CH:19]=2)[CH:12]=[CH:11][N:10]=1 |f:1.2|. Reported procedure: 2-[2-(3-Fluoropropoxy)pyrimidine-4-yl]-6-methoxybenzothiophene (1-32, 75 mg, 65%) was prepared in the same manner as in Example 31 as a pale yellow solid using 3-fluoro-1-propanol (40 mL, 0.54 mmol), sodium hydride (NaH, 22 mg, 0.54 mmol) and 2-(2-chloropyrimidine-4-yl)-6-methoxybenzothiophene (105a, 100 mg, 0.36 mmol) obtained in Preparation Example 19. Starting materials: Cl, CCS(=O)(=O)N1CCC(Nc2n[nH]c3c2nc(-c2c(F)cccc2F)c2cc(C=O)ccc23)CC1, NO, c1ccncc1. The product is CCS(=O)(=O)N1CCC(Nc2n[nH]c3c2nc(-c2c(F)cccc2F)c2cc(C=NO)ccc23)CC1. Reaction SMILES: [ClH:38].[F:1][c:2]1[c:3](-[c:9]2[n:10][c:11]3[c:12]([c:13]4[cH:14][cH:15][c:16]([CH:19]=[O:20])[cH:17][c:18]24)[nH:21][n:22][c:23]3[NH:24][CH:25]2[CH2:26][CH2:27][N:28]([S:31](=[O:32])(=[O:33])[CH2:34][CH3:35])[CH2:29][CH2:30]2)[c:4]([F:8])[cH:5][cH:6][cH:7]1.[NH2:36][OH:37].[cH:39]1[cH:40][cH:41][n:42][cH:43][cH:44]1>>[F:1][c:2]1[c:3](-[c:9]2[n:10][c:11]3[c:12]([c:13]4[cH:14][cH:15][c:16]([CH:19]=[N:36][OH:37])[cH:17][c:18]24)[nH:21][n:22][c:23]3[NH:24][CH:25]2[CH2:26][CH2:27][N:28]([S:31](=[O:32])(=[O:33])[CH2:34][CH3:35])[CH2:29][CH2:30]2)[c:4]([F:8])[cH:5][cH:6][cH:7]1.